Dataset: the Open Reaction Database (ORD), a public repository of structured organic reaction records. Task: describe an organic reaction: reactants, conditions, products, and yield Reactants: C1CCOC1, CCN, O=Cc1ccccn1. The product is CCNCc1ccccn1. RXN SMILES: [CH2:12]1[O:13][CH2:14][CH2:15][CH2:16]1.[CH3:9][CH2:10][NH2:11].[n:1]1[c:2]([CH:7]=[O:8])[cH:3][cH:4][cH:5][cH:6]1>>[n:1]1[c:2]([CH2:7][NH:11][CH2:10][CH3:9])[cH:3][cH:4][cH:5][cH:6]1. The reactants are CO, O=C1CC(=O)N(c2ccccc2)c2cc(Cl)ccc2N1, C=[N+]=[N-]. Product: COC1=Nc2ccc(Cl)cc2N(c2ccccc2)C(=O)C1. As a reaction SMILES: [CH3:24][OH:25].[Cl:1][c:2]1[cH:3][c:4]2[c:5]([cH:19][cH:20]1)[NH:6][C:7](=[O:18])[CH2:8][C:9](=[O:17])[N:10]2[c:11]1[cH:12][cH:13][cH:14][cH:15][cH:16]1.[N+:21](=[N-:22])=[CH2:23]>>[Cl:1][c:2]1[cH:3][c:4]2[c:5]([cH:19][cH:20]1)[N:6]=[C:7]([O:18][CH3:23])[CH2:8][C:9](=[O:17])[N:10]2[c:11]1[cH:12][cH:13][cH:14][cH:15][cH:16]1.